From a dataset of the Open Reaction Database (ORD), a public repository of structured organic reaction records. describe an organic reaction: reactants, conditions, products, and yield The reactants are N1CCOCC1 (morpholine), CCCCC[C@H]([C@@H]1[C@H](C[C@H](C[C@H](C[C@H](C[C@H](C[C@H]([C@H]([C@@H](/C(=C/C=C/C=C/C=C/C=C/[C@@H]([C@H](OC1=O)C)O)/C)O)O)O)O)O)O)O)O)O (pentamycin). Run in CO (methanol). Conditions: time 3 day. The product is CCCCC[C@H]([C@@H]1[C@H](C[C@H](C[C@H](C[C@H](C[C@H](C[C@H]([C@H]([C@@H](/C(=C/C=C/C=C/C=C/C=C/[C@@H]([C@H](OC1=O)C)O)/C)O)O)O)O)O)O)O)O)O.N1CCOCC1 (pentamycin morpholine). Isolated yield 57.9%. As a reaction SMILES: [NH:1]1[CH2:6][CH2:5][O:4][CH2:3][CH2:2]1.[CH3:7][CH2:8][CH2:9][CH2:10][CH2:11][C@@H:12]([OH:53])[C@H:13]1[C:40](=[O:41])[O:39][C@H:38]([CH3:42])[C@@H:37]([OH:43])[CH:36]=[CH:35][CH:34]=[CH:33][CH:32]=[CH:31][CH:30]=[CH:29][CH:28]=[C:27]([CH3:44])[C@@H:26]([OH:45])[C@H:25]([OH:46])[C@H:24]([OH:47])[CH2:23][C@H:22]([OH:48])[CH2:21][C@H:20]([OH:49])[CH2:19][C@H:18]([OH:50])[CH2:17][C@H:16]([OH:51])[CH2:15][C@@H:14]1[OH:52]>CO>[CH3:7][CH2:8][CH2:9][CH2:10][CH2:11][C@@H:12]([OH:53])[C@H:13]1[C:40](=[O:41])[O:39][C@H:38]([CH3:42])[C@@H:37]([OH:43])[CH:36]=[CH:35][CH:34]=[CH:33][CH:32]=[CH:31][CH:30]=[CH:29][CH:28]=[C:27]([CH3:44])[C@@H:26]([OH:45])[C@H:25]([OH:46])[C@H:24]([OH:47])[CH2:23][C@H:22]([OH:48])[CH2:21][C@H:20]([OH:49])[CH2:19][C@H:18]([OH:50])[CH2:17][C@H:16]([OH:51])[CH2:15][C@@H:14]1[OH:52].[NH:1]1[CH2:6][CH2:5][O:4][CH2:3][CH2:2]1 |f:3.4|. Reported procedure: To a mixture of methanol (1.5 g) and morpholine (1 g) are added BHT (4 mg) and crude pentamycin (500 mg; chemical purity: 80.6%; pentamycin content: 80%; imp rrt=0.83:8.0%; imp rrt=1.54:7.0%). The mixture is stirred at room temperature for 3 days. The crystals are filtered, washed with methanol (2 times 1 ml) and dried under reduced pressure to yield flake-shaped pentamycin-morpholine solvate (327 mg; chemical purity: 90.9%; pentamycin content: 82%; imp rrt=0.83:4.3%; imp rrt=1.54:3.0%) containi... Starting materials: O=C([O-])[O-], ClCc1cn2ccccc2n1, [Cs+], [Cs+], CN(C)C=O, O, COc1ccc(C2=C(c3ccc(O)cc3)C(=O)C(C)(C)O2)cc1. Yields the product COc1ccc(C2=C(c3ccc(OCc4cn5ccccc5n4)cc3)C(=O)C(C)(C)O2)cc1. As a reaction SMILES: [C:24](=[O:25])([O-:26])[O-:27].[Cl:35][CH2:36][c:37]1[n:38][c:39]2[n:40]([cH:41][cH:42][cH:43][cH:44]2)[cH:45]1.[Cs+:28].[Cs+:29].[O:30]=[CH:31][N:32]([CH3:33])[CH3:34].[OH2:46].[OH:1][c:2]1[cH:3][cH:4][c:5]([C:8]2=[C:12]([c:13]3[cH:14][cH:15][c:16]([O:19][CH3:20])[cH:17][cH:18]3)[O:11][C:10]([CH3:21])([CH3:22])[C:9]2=[O:23])[cH:6][cH:7]1>>[O:1]([c:2]1[cH:3][cH:4][c:5]([C:8]2=[C:12]([c:13]3[cH:14][cH:15][c:16]([O:19][CH3:20])[cH:17][cH:18]3)[O:11][C:10]([CH3:21])([CH3:22])[C:9]2=[O:23])[cH:6][cH:7]1)[CH2:36][c:37]1[n:38][c:39]2[n:40]([cH:41][cH:42][cH:43][cH:44]2)[cH:45]1. Starting materials: N#CC1=CC=C(C=C1)N(C)C. The reagents and catalysts are N=1C=CC(=CC1C=2N=CC=C(C2)C(C)(C)C)C(C)(C)C, O1B(OC(C)(C)C1(C)C)B2OC(C)(C)C(O2)(C)C, C[OH2+].C[OH2+].C1CC=CCCC=C1.C1CC=CCCC=C1.[Ir].[Ir]. Solvent: O1CCCC1. Reaction conditions: temperature 25 celsius, time 72 hour. Product: N#CC1=CC=C(C=C1B2OC(C)(C)C(O2)(C)C)N(C)C. Isolated yield 58.0%. Starting materials: CN(C)C=O, CC(=Cc1ccc(C)cc1)CO, Cc1ccccc1, [Na+], [Na+], O=C([O-])[O-], O, O=S(Cl)Cl. The product is CC(=Cc1ccc(C)cc1)CCl. Reaction SMILES: [CH3:13][N:14]([CH3:15])[CH:16]=[O:17].[CH3:1][C:2]([CH2:3][OH:4])=[CH:5][c:6]1[cH:7][cH:8][c:9]([CH3:12])[cH:10][cH:11]1.[CH3:28][c:29]1[cH:30][cH:31][cH:32][cH:33][cH:34]1.[Na+:22].[Na+:23].[O-:24][C:25](=[O:26])[O-:27].[OH2:35].[S:18]([Cl:19])([Cl:20])=[O:21]>>[CH3:1][C:2]([CH2:3][Cl:20])=[CH:5][c:6]1[cH:7][cH:8][c:9]([CH3:12])[cH:10][cH:11]1. Starting materials: Intermediate 13, CC1CC(C(CC1)=O)CC(C=1C=NC=CC1)=O (4-methyl-2-(2-oxo-2-pyridin-3-ylethyl)cyclohexanone), NC1=CC=C(C(=O)O)C=C1 (4-aminobenzoic acid). Yields the product CC1CC=2C=C(N(C2CC1)C1=CC=C(C(=O)O)C=C1)C=1C=NC=CC1 (4-(5-methyl-2-pyridin-3-yl-4,5,6,7-tetrahydro-1H-indol-1-yl)benzoic acid). The yield is 63.0%. As a reaction SMILES: [CH3:1][CH:2]1[CH2:7][CH2:6][C:5](=O)[CH:4]([CH2:9][C:10](=O)[C:11]2[CH:12]=[N:13][CH:14]=[CH:15][CH:16]=2)[CH2:3]1.[NH2:18][C:19]1[CH:27]=[CH:26][C:22]([C:23]([OH:25])=[O:24])=[CH:21][CH:20]=1>>[CH3:1][CH:2]1[CH2:7][CH2:6][C:5]2[N:18]([C:19]3[CH:27]=[CH:26][C:22]([C:23]([OH:25])=[O:24])=[CH:21][CH:20]=3)[C:10]([C:11]3[CH:12]=[N:13][CH:14]=[CH:15][CH:16]=3)=[CH:9][C:4]=2[CH2:3]1. Procedure: Following the general methods as outlined under Intermediate 13, starting from 4-methyl-2-(2-oxo-2-pyridin-3-ylethyl)cyclohexanone and 4-aminobenzoic acid, the title compound was isolated in 63% yield (98% purity by HPLC). MS(ESI+): 333.5; MS(ESI−): 331.4. The reactants are COC(C1=CC=CC=C1)(C1=CC=CC=C1)OC (Benzophenone dimethyl ketal), CC1(C2CCC1(C(=O)C2)CS(=O)(=O)O)C (CSA), SCC(CO)O (3-Mercapto-1,2-propanediol). Solvent: C1=CC=CC=C1 (benzene). Yields the product C1(=CC=CC=C1)C1(OC(CS1)CO)C1=CC=CC=C1 (2,2-Diphenyl-5-hydroxymethyl-1,3-oxathiolane). Isolated yield 46.3%. Reported procedure: 3-Mercapto-1,2-propanediol(3.26 g, 30.00 mmol) was dissolved in benzene (60 mL). Benzophenone dimethyl ketal (13.48 g, 60.0 mmol, 2 equiv.) and CSA (0.70 mg, 3.00 mmol, 0.1 equiv.) were added. The solution was heated with an oil bath to reflux. Benzene/methanol was collected and removed while more benzene was added to the refluxing reaction. After about 200 mL benzene/methanol was distilled out, the reaction was cooled to room temperature, applied directly onto a silica gel column. The column wa... Reaction SMILES: [SH:1][CH2:2][CH:3]([OH:6])[CH2:4][OH:5].CO[C:9](OC)([C:16]1[CH:21]=[CH:20][CH:19]=[CH:18][CH:17]=1)[C:10]1[CH:15]=[CH:14][CH:13]=[CH:12][CH:11]=1.CC1(C)C2(CS(O)(=O)=O)C(CC1CC2)=O>C1C=CC=CC=1>[C:10]1([C:9]2([C:16]3[CH:17]=[CH:18][CH:19]=[CH:20][CH:21]=3)[S:1][CH2:2][CH:3]([CH2:4][OH:5])[O:6]2)[CH:15]=[CH:14][CH:13]=[CH:12][CH:11]=1. Starting materials: ClC1=CC=C(C=C1)[C@@H]1N=C(N([C@@H]1C1=CC=C(C=C1)Cl)C(=O)Cl)C1=C(C=C(C=C1)C(C)(C)C#N)OCC ((4S,5R)-4,5-bis-(4-chloro-phenyl)-2-[4-(cyano-dimethyl-methyl)-2-ethoxy-phenyl]-4,5-dihydro-imidazole-1-carbonyl chloride), CN(C(CN1CCNCC1)=O)C (N,N-dimethyl-2-piperazin-1-yl-acetamide). Yields the product ClC1=CC=C(C=C1)[C@@H]1N=C(N([C@@H]1C1=CC=C(C=C1)Cl)C(=O)N1CCN(CC1)CC(=O)N(C)C)C1=C(C=C(C=C1)C(C)(C)C#N)OCC (2-(4-{(4S,5R)-4,5-Bis-(4-chloro-phenyl)-2-[4-(cyano-dimethyl-methyl)-2-ethoxy-phenyl]-4,5-dihydro-imidazole-1-carbonyl}-piperazin-1-yl)-N,N-dimethyl-acetamide). As a reaction SMILES: [Cl:1][C:2]1[CH:7]=[CH:6][C:5]([C@H:8]2[C@@H:12]([C:13]3[CH:18]=[CH:17][C:16]([Cl:19])=[CH:15][CH:14]=3)[N:11]([C:20](Cl)=[O:21])[C:10]([C:23]3[CH:28]=[CH:27][C:26]([C:29]([C:32]#[N:33])([CH3:31])[CH3:30])=[CH:25][C:24]=3[O:34][CH2:35][CH3:36])=[N:9]2)=[CH:4][CH:3]=1.[CH3:37][N:38]([CH3:48])[C:39](=[O:47])[CH2:40][N:41]1[CH2:46][CH2:45][NH:44][CH2:43][CH2:42]1>>[Cl:1][C:2]1[CH:3]=[CH:4][C:5]([C@H:8]2[C@@H:12]([C:13]3[CH:14]=[CH:15][C:16]([Cl:19])=[CH:17][CH:18]=3)[N:11]([C:20]([N:44]3[CH2:43][CH2:42][N:41]([CH2:40][C:39]([N:38]([CH3:48])[CH3:37])=[O:47])[CH2:46][CH2:45]3)=[O:21])[C:10]([C:23]3[CH:28]=[CH:27][C:26]([C:29]([C:32]#[N:33])([CH3:30])[CH3:31])=[CH:25][C:24]=3[O:34][CH2:35][CH3:36])=[N:9]2)=[CH:6][CH:7]=1. Procedure details: 2-(4-{(4S,5R)-4,5-Bis-(4-chloro-phenyl)-2-[4-(cyano-dimethyl-methyl)-2-ethoxy-phenyl]-4,5-dihydro-imidazole-1-carbonyl}-piperazin-1-yl)-N,N-dimethyl-acetamide was prepared from (4S,5R)-4,5-bis-(4-chloro-phenyl)-2-[4-(cyano-dimethyl-methyl)-2-ethoxy-phenyl]-4,5-dihydro-imidazole-1-carbonyl chloride (example 12j) and N,N-dimethyl-2-piperazin-1-yl-acetamide (Oakwood Products) in an analogous manner as described in example 25. LR-MS: 675.3 [(M+H)+]